Dataset: the Open Reaction Database (ORD), a public repository of structured organic reaction records. Task: describe an organic reaction: reactants, conditions, products, and yield Starting materials: O (water), [F-].C(CCC)[N+](CCCC)(CCCC)CCCC (Tetrabutylammonium fluoride), [Si](C)(C)(C(C)(C)C)OC1=C(C(=CC=C1\C=C/C1=CC(=C(C(=C1)OC)OC)OC)OCC)O[Si](C)(C)C(C)(C)C (1,2-Di(t-butyldimethylsilyloxy)-3-ethoxy-6-[(Z)-2-(3,4,5-trimethoxyphenyl)vinyl]-benzene), C(C)(=O)O (acetic acid), C1CCOC1 (THF). Yields the product OC1=CC(=CC(=C1O)OCC)\C=C/C1=CC(=C(C(=C1)OC)OC)OC (2,3-Dihydroxy-4-ethoxy-6-[(Z)-2-(3,4,5-trimethoxyphenyl)vinyl]-benzene). RXN SMILES: [F-].C([N+](CCCC)(CCCC)CCCC)CCC.[Si](O[C:27]1[C:32](/[CH:33]=[CH:34]\[C:35]2[CH:40]=[C:39]([O:41][CH3:42])[C:38]([O:43][CH3:44])=[C:37]([O:45][CH3:46])[CH:36]=2)=[CH:31]C=C(OCC)[C:28]=1[O:50][Si](C(C)(C)C)(C)C)(C(C)(C)C)(C)C.C(O)(=[O:60])C.O.[CH2:63]1[CH2:67][O:66][CH2:65][CH2:64]1>>[OH:50][C:28]1[C:64]([OH:60])=[C:65]([O:66][CH2:67][CH3:63])[CH:31]=[C:32](/[CH:33]=[CH:34]\[C:35]2[CH:36]=[C:37]([O:45][CH3:46])[C:38]([O:43][CH3:44])=[C:39]([O:41][CH3:42])[CH:40]=2)[CH:27]=1 |f:0.1|. Procedure: Tetrabutylammonium fluoride (0.75 mL, 0.75 mmol, 1M in THF) was added to a solution of 36 (0.21 g, 0.375 mmol) and glacial acetic acid (43 μL, 0.75 mmol) in THF 7 mL at 0° C. The reaction mixture was allowed to warm to room temperature overnight, then cooled to 0° C. and water was added. The reaction mixture was extracted with TBME (3×) and the organic phase was dried (Na2SO4) and concentrated in vacuo. The residue was partitioned between CH3CN and cyclohexane and the CH3CN layer was separated a... Reactants: ClC1=C2C(=NC=N1)N(N=C2C)C (4-chloro-1,3-dimethyl-1H-pyrazolo[3,4-d]pyrimidine), BrN1C(CCC1=O)=O (N-bromosuccinimide), AlBN. The solvent is C(Cl)(Cl)(Cl)Cl (carbon tetrachloride). Product: BrCC1=NN(C2=NC=NC(=C21)Cl)C (3-bromomethyl-4-chloro-1-methyl-1H-pyrazolo[3,4-d]pyrimidine). As a reaction SMILES: [Cl:1][C:2]1[N:7]=[CH:6][N:5]=[C:4]2[N:8]([CH3:12])[N:9]=[C:10]([CH3:11])[C:3]=12.[Br:13]N1C(=O)CCC1=O>C(Cl)(Cl)(Cl)Cl>[Br:13][CH2:11][C:10]1[C:3]2[C:4](=[N:5][CH:6]=[N:7][C:2]=2[Cl:1])[N:8]([CH3:12])[N:9]=1. Procedure details: To a solution of 4-chloro-1,3-dimethyl-1H-pyrazolo[3,4-d]pyrimidine (752 mg, 4.12 mmol, Example 4) in carbon tetrachloride (45 mL) were added N-bromosuccinimide (964.4 mg, 5.36 mmol, Aldrich) and AlBN (209.6 mg, 1.25 mmol, Aldrich). The mixture was heated at reflux for 7 hours. The resulting reaction mixture was concentrated under reduced pressure and the residue was purified by flash chromatography (silica gel, hexanes-ethyl acetate, 95/5 to 70/30) to give 3-bromomethyl-4-chloro-1-methyl-1H-pyr...